Task: describe an organic reaction: reactants, conditions, products, and yield. Dataset: the Open Reaction Database (ORD), a public repository of structured organic reaction records The reactants are C1COC2(CCN(CC2)C2=NC=NC=C2)O1 (1-(pyrimidin-4-yl)-4-piperidone ethylene ketal), Cl (HCl). The solvent is CC(=O)C (acetone). The product is N1=CN=C(C=C1)N1CCC(CC1)=O (1-(pyrimidin-4-yl)-4-piperidone). Reaction SMILES: C1O[C:4]2([CH2:9][CH2:8][N:7]([C:10]3[CH:15]=[CH:14][N:13]=[CH:12][N:11]=3)[CH2:6][CH2:5]2)[O:3]C1.Cl>CC(C)=O>[N:13]1[CH:14]=[CH:15][C:10]([N:7]2[CH2:6][CH2:5][C:4](=[O:3])[CH2:9][CH2:8]2)=[N:11][CH:12]=1. Procedure: The 1-(pyrimidin-4-yl)-4-piperidone ethylene ketal was dissolved in acetone (25 ml) and 1 N HCl (25 ml) was stirred for 18 hr. The acetone was removed in vacuo and the mixture made basic with saturated sodium carbonate. The mixture was extracted twice with ethyl acetate. The extracts were combined, dried with brine, and concentrated in vacuo to give 1-(pyrimidin-4-yl)-4-piperidone as a white powder (0.80 g, 51.4% for two steps, mp: 61-65° C.).